This data is from the Open Reaction Database (ORD), a public repository of structured organic reaction records. The task is: describe an organic reaction: reactants, conditions, products, and yield The reactants are COC=1C=C2C=C(C(=NC2=CC1)NCCC)CO ((6-methoxy-2-(propylamino)quinolin-3-yl)methanol), C(C)(C)NC1=NC2=CC=C(C=C2C=C1CO)OC ((2-(Isopropylamino)-6-methoxyquinolin-3-yl)methanol), O=S(Cl)Cl (SOCl2). Solvent: C(Cl)Cl (CH2Cl2). Reaction conditions: time 1 hour. Yields the product Cl.ClCC=1C(=NC2=CC=C(C=C2C1)OC)NC(C)C (3-(Chloromethyl)-N-isopropyl-6-methoxyquinolin-2-amine hydrochloride). Yield: 103.9%. Reaction SMILES: COC1C=C2C(=CC=1)N=C(NCCC)C(CO)=C2.[CH:19]([NH:22][C:23]1[C:32]([CH2:33]O)=[CH:31][C:30]2[C:25](=[CH:26][CH:27]=[C:28]([O:35][CH3:36])[CH:29]=2)[N:24]=1)([CH3:21])[CH3:20].O=S(Cl)[Cl:39]>C(Cl)Cl>[ClH:39].[Cl:39][CH2:33][C:32]1[C:23]([NH:22][CH:19]([CH3:21])[CH3:20])=[N:24][C:25]2[C:30]([CH:31]=1)=[CH:29][C:28]([O:35][CH3:36])=[CH:27][CH:26]=2 |f:4.5|. Reported procedure: To a stirred solution of (6-methoxy-2-(propylamino)quinolin-3-yl)methanol SLA 28188 (1.41 g, 5.72 mmol) in dry CH2Cl2 (115 mL) in a 250 mL round-bottomed flask equipped with a magnetic stirrer was added dropwise SOCl2 (8.30 mL, 114 mmol). The mixture was stirred for 1 h at RT then concentrated to dryness at 40° C. under vacuum. The residue was then taken up in CH2Cl2 (20 mL) before concentration back to dryness at 40° C. under vacuum (done 3 times) to give of 3-(chloromethyl)-N-isopropyl-6-metho... Reactants: C(C1=CC=CC=C1)(=O)NNC(=S)NC (1-benzoyl-4-methylthiosemicarbazide), C(=O)(O)[O-].[Na+] (NaHCO3), Cl (HCl). Yields the product CN1C(NN=C1C1=CC=CC=C1)=S (4-Methyl-5-phenyl-2,4-dihydro-3H-1,2,4-triazole-3-thione). As a reaction SMILES: [C:1]([NH:9][NH:10][C:11]([NH:13][CH3:14])=[S:12])(=O)[C:2]1[CH:7]=[CH:6][CH:5]=[CH:4][CH:3]=1.C([O-])(O)=O.[Na+].Cl>>[CH3:14][N:13]1[C:1]([C:2]2[CH:7]=[CH:6][CH:5]=[CH:4][CH:3]=2)=[N:9][NH:10][C:11]1=[S:12] |f:1.2|. Reported procedure: A stirred mixture of 1-benzoyl-4-methylthiosemicarbazide (20.9 g, 1.00×10-1 mole) and 1 molar aqueous NaHCO3 (1000 ml, 1 mole) was heated to reflux. After refluxing overnight the reaction was cooled in an ice bath. With stirring the solution was carefully acidified by the dropwise addition of conc. HCl (92 ml, 1.1 mole). A colorless precipitate formed and this was subsequently collected by filtration. Crystallization from ethanol afforded colorless, chunky crystals, Mp 164°-166° C. The reactants are N1=C2C(=NS1)C(=CC=C2)S(=O)(=O)NC2=C(C(=O)O)C=CC(=C2)Cl (2-(Benzo[1,2,5]thiadiazole-4-sulfonylamino)-4-chlorobenzoic acid), NC(CO)CC1=CC=C(C=C1)Cl ((±)-2-amino-3-(4-chloro-phenyl)-propan-1-ol). The product is N1=C2C(=NS1)C(=CC=C2)S(=O)(=O)NC2=C(C(=O)NC(CC1=CC=C(C=C1)Cl)CO)C=CC(=C2)Cl ((±)-2-(Benzo[1,2,5]thiadiazole-4-sulfonylamino)-4-chloro-N-[2-(4-chloro-phenyl)-1-hydroxymethyl-ethyl]-benzamide). As a reaction SMILES: [N:1]1[S:5][N:4]=[C:3]2[C:6]([S:10]([NH:13][C:14]3[CH:22]=[C:21]([Cl:23])[CH:20]=[CH:19][C:15]=3[C:16](O)=[O:17])(=[O:12])=[O:11])=[CH:7][CH:8]=[CH:9][C:2]=12.[NH2:24][CH:25]([CH2:28][C:29]1[CH:34]=[CH:33][C:32]([Cl:35])=[CH:31][CH:30]=1)[CH2:26][OH:27]>>[N:1]1[S:5][N:4]=[C:3]2[C:6]([S:10]([NH:13][C:14]3[CH:22]=[C:21]([Cl:23])[CH:20]=[CH:19][C:15]=3[C:16]([NH:24][CH:25]([CH2:26][OH:27])[CH2:28][C:29]3[CH:34]=[CH:33][C:32]([Cl:35])=[CH:31][CH:30]=3)=[O:17])(=[O:12])=[O:11])=[CH:7][CH:8]=[CH:9][C:2]=12. Procedure details: 2-(Benzo[1,2,5]thiadiazole-4-sulfonylamino)-4-chlorobenzoic acid was coupled with (±)-2-amino-3-(4-chloro-phenyl)-propan-1-ol as in EXAMPLE 1, Part C. HPLC: RT=9.71 min. MS (ESI−): mass calcd. for C22H18Cl2N4O4S2, 536.01; m/z found, 535/537 [M−H]−. 1H NMR (500 MHz, CDCl3): 11.57 (s, 1H), 8.38 (br d, J=6.2, 1H), 8.22 (br d, J=8.4, 1H), 7.71 (br m, 2H), 7.35-7.10 (br m, 5H), 6.92 (br d, J=6.0, 1H), 6.30 (br m, 1H), 4.36-4.27 (br m, 1H), 3.76-3.62 (br m, 2H), 2.98-2.85 (br m, 2H), 1.92 (br s, 1H).